Dataset: the Open Reaction Database (ORD), a public repository of structured organic reaction records. Task: describe an organic reaction: reactants, conditions, products, and yield The reactants are C(#C)[Si](C(C)C)(C(C)C)C(C)C (Ethynyl-triisopropyl-silane), [Li]CCCC (n-BuLi), CN1CC(CC1)=O (1-Methyl-pyrrolidin-3-one). Run in CCOC(=O)C (EtOAc), O1CCCC1 (tetrahydrofuran). Conditions: time 0.5 hour. Product: CN1CC(CC1)(O)C#C[Si](C(C)C)(C(C)C)C(C)C (1-Methyl-3-[(triisopropylsilanyl)-ethynyl]-pyrrolidin-3-ol). Yield: 39.1%. Reaction SMILES: [C:1]([Si:3]([CH:10]([CH3:12])[CH3:11])([CH:7]([CH3:9])[CH3:8])[CH:4]([CH3:6])[CH3:5])#[CH:2].[Li]CCCC.[CH3:18][N:19]1[CH2:23][CH2:22][C:21](=[O:24])[CH2:20]1>O1CCCC1.CCOC(C)=O>[CH3:18][N:19]1[CH2:23][CH2:22][C:21]([C:2]#[C:1][Si:3]([CH:7]([CH3:9])[CH3:8])([CH:4]([CH3:6])[CH3:5])[CH:10]([CH3:12])[CH3:11])([OH:24])[CH2:20]1. Reported procedure: This compound was prepared according to a procedure similar to that described in Procedure B. Into a solution of Ethynyl-triisopropyl-silane (1.1 g, 6 mmol) in tetrahydrofuran (10 mL) was dropped in n-BuLi (2.4 mL, 6 mmol) at −78° C. The solution was stirred for 0.5 h. Then 1-Methyl-pyrrolidin-3-one (0.5 g, 5 mmol) was added. The solution was allowed to warm up to room temperature and stirred for 3 h. Then the reaction mixture was added in 50 mL EtOAc and washed with water three times. The solve... Reactants: C1CCOC1, COC(=O)Cl, O=c1ccc(-c2ccc(O)cc2)cn1Cc1ccc(Cl)cc1F, [K+], [K+], O=C([O-])[O-], O. Yields the product COC(=O)Oc1ccc(-c2ccc(=O)n(Cc3ccc(Cl)cc3F)c2)cc1. As a reaction SMILES: [CH2:36]1[O:37][CH2:38][CH2:39][CH2:40]1.[CH3:30][O:31][C:32](=[O:33])[Cl:34].[Cl:1][c:2]1[cH:3][c:4]([F:23])[c:5]([CH2:6][n:7]2[c:8](=[O:20])[cH:9][cH:10][c:11](-[c:13]3[cH:14][cH:15][c:16]([OH:19])[cH:17][cH:18]3)[cH:12]2)[cH:21][cH:22]1.[K+:24].[K+:25].[O-:26][C:27]([O-:28])=[O:29].[OH2:35]>>[Cl:1][c:2]1[cH:3][c:4]([F:23])[c:5]([CH2:6][n:7]2[c:8](=[O:20])[cH:9][cH:10][c:11](-[c:13]3[cH:14][cH:15][c:16]([O:19][C:32]([O:31][CH3:30])=[O:33])[cH:17][cH:18]3)[cH:12]2)[cH:21][cH:22]1. Reactants: C(CCCCCCC)NCCCCCCCC (dioctylamine), C1(COCC(=O)O1)=O (diglycolic anhydride). The product is CCCCCCCCN(CCCCCCCC)C(=O)COCC(=O)O (DODGAA). RXN SMILES: [CH2:1]([NH:9][CH2:10][CH2:11][CH2:12][CH2:13][CH2:14][CH2:15][CH2:16][CH3:17])[CH2:2][CH2:3][CH2:4][CH2:5][CH2:6][CH2:7][CH3:8].[C:18]1(=[O:25])[O:24][C:22](=[O:23])[CH2:21][O:20][CH2:19]1>>[CH3:17][CH2:16][CH2:15][CH2:14][CH2:13][CH2:12][CH2:11][CH2:10][N:9]([C:22]([CH2:21][O:20][CH2:19][C:18]([OH:25])=[O:24])=[O:23])[CH2:1][CH2:2][CH2:3][CH2:4][CH2:5][CH2:6][CH2:7][CH3:8]. Procedure details: In Examples 2, 3 and 4 wherein a ratio of the amount (B mmol) of dioctylamine to the amount (A mmol) of diglycolic anhydride is 1.0≦B/A≦1.2, the DODGAA's were obtained in high yields while their Nd/Pr separation factor indicative of the separation ability of a metal extractant and the phase separation were satisfactory. The reactants are C#CC(O)c1cccc(Br)n1, ClCCl. The product is C#CC(=O)c1cccc(Br)n1. Reaction SMILES: [Br:1][c:2]1[cH:3][cH:4][cH:5][c:6]([CH:8]([C:9]#[CH:10])[OH:11])[n:7]1.[Cl:12][CH2:13][Cl:14]>>[Br:1][c:2]1[cH:3][cH:4][cH:5][c:6]([C:8]([C:9]#[CH:10])=[O:11])[n:7]1.